From a dataset of the Open Reaction Database (ORD), a public repository of structured organic reaction records. describe an organic reaction: reactants, conditions, products, and yield Starting materials: solution, FC(S(=O)(=O)OS(=O)(=O)C(F)(F)F)(F)F (trifluoromethanesulfonic anhydride), C(C1=CC=CC=C1)(=O)NC=1C=2N=CN([C@H]3C[C@H](O)[C@@H](COC(C4=CC=CC=C4)=O)O3)C2N=CN1 (N6,5'-O-dibenzoyl-2'-deoxyadenosine), Nucleosides, Nucleotides. Run in ClCCl (dichloromethane), ClCCl (dichloromethane). Reaction conditions: time 3 hour. Yields the product C(C1=CC=CC=C1)(=O)NC1=C2N=CN(C2=NC=N1)[C@H]1C[C@@H](O)[C@H](O1)COC(C1=CC=CC=C1)=O (N6 -Benzoyl-9-(5-O-benzoyl-2-deoxy-β-D-threo-pentofuranosyl)adenine). RXN SMILES: [C:1]([NH:9][C:10]1[C:11]2[N:12]=[CH:13][N:14]([C:31]=2[N:32]=[CH:33][N:34]=1)[C@@H:15]1[O:30][C@H:19]([CH2:20][O:21][C:22](=[O:29])[C:23]2[CH:28]=[CH:27][CH:26]=[CH:25][CH:24]=2)[C@@H:17]([OH:18])[CH2:16]1)(=[O:8])[C:2]1[CH:7]=[CH:6][CH:5]=[CH:4][CH:3]=1.FC(F)(F)S(OS(C(F)(F)F)(=O)=O)(=O)=O>ClCCl>[C:1]([NH:9][C:10]1[N:34]=[CH:33][N:32]=[C:31]2[C:11]=1[N:12]=[CH:13][N:14]2[C@@H:15]1[O:30][C@H:19]([CH2:20][O:21][C:22](=[O:29])[C:23]2[CH:28]=[CH:27][CH:26]=[CH:25][CH:24]=2)[C@H:17]([OH:18])[CH2:16]1)(=[O:8])[C:2]1[CH:7]=[CH:6][CH:5]=[CH:4][CH:3]=1. Procedure: A suspension of 920 mg (2 mmol) of N6,5'-O-dibenzoyl-2'-deoxyadenosine (was prepared by the method described by Nishino et al., Nucleosides & Nucleotides 1986, 5, 159) in 30 ml of abs. dichloromethane (contains 2 ml of pyridine) is cooled to -30° C., and 5 ml of a solution of trifluoromethanesulfonic anhydride in dichloromethane (10% by vol.) are slowly added dropwise. After removal of the cooling bath, the solution is left to warm and 1 ml of water is added. After 3 h, a further 5 ml of water a... Reactants: CCOC(=O)c1sc2ccc(Cl)cc2c1CBr, O=C([O-])[O-], CNCC(OC)OC, CC(C)=O, [K+], [K+]. Yields the product CCOC(=O)c1sc2ccc(Cl)cc2c1CN(C)CC(OC)OC. As a reaction SMILES: [Br:1][CH2:2][c:3]1[c:4]2[c:5]([s:6][c:7]1[C:8](=[O:9])[O:10][CH2:11][CH3:12])[cH:13][cH:14][c:15]([Cl:17])[cH:16]2.[C:26](=[O:27])([O-:28])[O-:29].[CH3:18][O:19][CH:20]([CH2:21][NH:22][CH3:23])[O:24][CH3:25].[CH3:32][C:33](=[O:34])[CH3:35].[K+:30].[K+:31]>>[CH2:2]([c:3]1[c:4]2[c:5]([s:6][c:7]1[C:8](=[O:9])[O:10][CH2:11][CH3:12])[cH:13][cH:14][c:15]([Cl:17])[cH:16]2)[N:22]([CH2:21][CH:20]([O:19][CH3:18])[O:24][CH3:25])[CH3:23]. The reactants are Cl.COC=1C=C(C=CC1OC)C=1C(C(N(N1)C1CCNCC1)=O)(C)C (5-(3,4-dimethoxyphenyl)-4,4-dimethyl-2-(piperidin-4-yl)-2,4-dihydro-3H-pyrazol-3-one hydrochloride), Cl.COC=1C=C(C=CC1OC)C=1C(C(N(N1)C1CCNCC1)=O)(C)C (5-(3,4-dimethoxyphenyl)-4,4-dimethyl-2-(piperidin-4-yl)-2,4-dihydro-3H-pyrazol-3-one hydrochloride), COC1=C(C(=O)Cl)C=CC(=C1)OC (2,4-dimethoxybenzoyl chloride). Product: COC=1C=C(C=CC1OC)C=1C(C(N(N1)C1CCN(CC1)C(=O)C1=C(C=C(C=C1)OC)OC)=O)(C)C (5-(3,4-Dimethoxyphenyl)-2-{1-[(2,4-dimethoxyphenyl)carbonyl]piperidin-4-yl}-4,4-dimethyl-2,4-dihydro-3H-pyrazol-3-one). As a reaction SMILES: Cl.[CH3:2][O:3][C:4]1[CH:5]=[C:6]([C:12]2[C:13]([CH3:25])([CH3:24])[C:14](=[O:23])[N:15]([CH:17]3[CH2:22][CH2:21][NH:20][CH2:19][CH2:18]3)[N:16]=2)[CH:7]=[CH:8][C:9]=1[O:10][CH3:11].[CH3:26][O:27][C:28]1[CH:36]=[C:35]([O:37][CH3:38])[CH:34]=[CH:33][C:29]=1[C:30](Cl)=[O:31]>>[CH3:2][O:3][C:4]1[CH:5]=[C:6]([C:12]2[C:13]([CH3:25])([CH3:24])[C:14](=[O:23])[N:15]([CH:17]3[CH2:22][CH2:21][N:20]([C:30]([C:29]4[CH:33]=[CH:34][C:35]([O:37][CH3:38])=[CH:36][C:28]=4[O:27][CH3:26])=[O:31])[CH2:19][CH2:18]3)[N:16]=2)[CH:7]=[CH:8][C:9]=1[O:10][CH3:11] |f:0.1|. Procedure: The title compound is prepared analogously as described for GP1 using 5-(3,4-dimethoxyphenyl)-4,4-dimethyl-2-(piperidin-4-yl)-2,4-dihydro-3H-pyrazol-3-one hydrochloride (compound B1*HCl) and 2,4-dimethoxybenzoyl chloride as starting compounds. The crude product is purified by column chromatography (silica gel and EA/PE=2:1) to yield the title compound. The reactants are NC1=NOC(=C1)C=1C(NC2=CC=C(C=C2C1C1=CC=CC=C1)Cl)=O (3-(3-amino-isoxazol-5-yl)-6-chloro-4-phenyl-1H-quinolin-2-one), CS(=O)(=O)CCOC(ON1C(CCC1=O)=O)=O (carbonic acid 2,5-dioxo-pyrrolidin-1-yl ester 2-methanesulfonyl-ethyl ester), C22H18ClN3O6S. Product: CS(=O)(=O)CCOC(NC1=NOC(=C1)C=1C(NC2=CC=C(C=C2C1C1=CC=CC=C1)Cl)=O)=O ([5-(6-Chloro-2-oxo-4-phenyl-1,2-dihydro-quinolin-3-yl)-isoxazol-3-yl]-carbamic acid 2-methanesulfonyl-ethyl ester). RXN SMILES: [NH2:1][C:2]1[CH:6]=[C:5]([C:7]2[C:8](=[O:24])[NH:9][C:10]3[C:15]([C:16]=2[C:17]2[CH:22]=[CH:21][CH:20]=[CH:19][CH:18]=2)=[CH:14][C:13]([Cl:23])=[CH:12][CH:11]=3)[O:4][N:3]=1.[CH3:25][S:26]([CH2:29][CH2:30][O:31][C:32](=O)[O:33]N1C(=O)CCC1=O)(=[O:28])=[O:27]>>[CH3:25][S:26]([CH2:29][CH2:30][O:31][C:32](=[O:33])[NH:1][C:2]1[CH:6]=[C:5]([C:7]2[C:8](=[O:24])[NH:9][C:10]3[C:15]([C:16]=2[C:17]2[CH:22]=[CH:21][CH:20]=[CH:19][CH:18]=2)=[CH:14][C:13]([Cl:23])=[CH:12][CH:11]=3)[O:4][N:3]=1)(=[O:28])=[O:27]. Procedure details: This was prepared according to Example 64 from 3-(3-amino-isoxazol-5-yl)-6-chloro-4-phenyl-1H-quinolin-2-one and carbonic acid 2,5-dioxo-pyrrolidin-1-yl ester 2-methanesulfonyl-ethyl ester. 1H NMR (400 MHz, DMSO-d6) δ 12.62 (s, 1H), 10.78 (s, 1H), 7.66 (dd, 1H), 7.48 (m, 4H), 7.32 (m, 2H), 6.96 (d, 1H), 6.89 (s, 1H), 4.42 (t, 2H), 3.56 (t, 2H), 3.12 (s, 3H). Mass spectrum (ESI, m/z) calcd. for C22H18ClN3O6S 487.0, found 488.0 (M+H). Procedure details: Crystals of ABT-578 nitromethane solvate were prepared by dissolving 100 mg of amorphous ABT-578 in 200 uL of nitromethane at ambient temperature and storing at −12 degrees Celsius for 30 hours before seeded with a trace amount of toluene solvate crystals. Crystalline solids formed after seeding by further incubation at −12 degrees Celsius. Nitromethane solvate of ABT-578 desolvated easily at ambient temperature and appeared as a semi-crystalline phase in the X-ray powder diffraction pattern ana... Starting materials: [N+](=O)([O-])C (Nitromethane), C1(=CC=CC=C1)C (toluene), C[C@@H]1CCC2C[C@@H](/C(=C/C=C/C=C/[C@H](C[C@H](C(=O)[C@@H]([C@@H](/C(=C/[C@H](C(=O)C[C@H](OC(=O)[C@@H]3CCCCN3C(=O)C(=O)[C@@]1(O2)O)[C@H](C)C[C@@H]4CC[C@@H]([C@@H](C4)OC)N5C=NN=N5)C)/C)O)OC)C)C)/C)OC (ABT-578), [N+](=O)([O-])C (nitromethane), C[C@@H]1CCC2C[C@@H](/C(=C/C=C/C=C/[C@H](C[C@H](C(=O)[C@@H]([C@@H](/C(=C/[C@H](C(=O)C[C@H](OC(=O)[C@@H]3CCCCN3C(=O)C(=O)[C@@]1(O2)O)[C@H](C)C[C@@H]4CC[C@@H]([C@@H](C4)OC)N5C=NN=N5)C)/C)O)OC)C)C)/C)OC (ABT-578). RXN SMILES: [CH3:1][C@H:2]1[C@@:41]2([OH:43])[O:42][CH:5]([CH2:6][C@H:7]([O:68][CH3:69])[C:8]([CH3:67])=[CH:9][CH:10]=[CH:11][CH:12]=[CH:13][C@@H:14]([CH3:66])[CH2:15][C@@H:16]([CH3:65])[C:17]([C@H:19]([O:63][CH3:64])[C@H:20]([OH:62])[C:21]([CH3:61])=[CH:22][C@@H:23]([CH3:60])[C:24]([CH2:26][C@@H:27]([C@@H:44]([CH2:46][C@H:47]3[CH2:52][C@@H:51]([O:53][CH3:54])[C@@H:50]([N:55]4[N:59]=[N:58][N:57]=[CH:56]4)[CH2:49][CH2:48]3)[CH3:45])[O:28][C:29]([C@H:31]3[N:36]([C:37]([C:39]2=[O:40])=[O:38])[CH2:35][CH2:34][CH2:33][CH2:32]3)=[O:30])=[O:25])=[O:18])[CH2:4][CH2:3]1.C1(C)C=CC=CC=1.[N+:77]([CH3:80])([O-:79])=[O:78]>>[CH3:1][C@H:2]1[C@@:41]2([OH:43])[O:42][CH:5]([CH2:6][C@H:7]([O:68][CH3:69])[C:8]([CH3:67])=[CH:9][CH:10]=[CH:11][CH:12]=[CH:13][C@@H:14]([CH3:66])[CH2:15][C@@H:16]([CH3:65])[C:17]([C@H:19]([O:63][CH3:64])[C@H:20]([OH:62])[C:21]([CH3:61])=[CH:22][C@@H:23]([CH3:60])[C:24]([CH2:26][C@@H:27]([C@@H:44]([CH2:46][C@H:47]3[CH2:52][C@@H:51]([O:53][CH3:54])[C@@H:50]([N:55]4[N:59]=[N:58][N:57]=[CH:56]4)[CH2:49][CH2:48]3)[CH3:45])[O:28][C:29]([C@H:31]3[N:36]([C:37]([C:39]2=[O:40])=[O:38])[CH2:35][CH2:34][CH2:33][CH2:32]3)=[O:30])=[O:25])=[O:18])[CH2:4][CH2:3]1.[N+:77]([CH3:80])([O-:79])=[O:78] |f:3.4|. The product is C[C@@H]1CCC2C[C@@H](/C(=C/C=C/C=C/[C@H](C[C@H](C(=O)[C@@H]([C@@H](/C(=C/[C@H](C(=O)C[C@H](OC(=O)[C@@H]3CCCCN3C(=O)C(=O)[C@@]1(O2)O)[C@H](C)C[C@@H]4CC[C@@H]([C@@H](C4)OC)N5C=NN=N5)C)/C)O)OC)C)C)/C)OC.[N+](=O)([O-])C (ABT-578 nitromethane). Reaction SMILES: Cl.[NH2:2][OH:3].[OH-].[K+].C[O:7][C:8]([C@H:10]1[C@H:15]([CH3:16])[O:14][C@@H:13]([CH3:17])[CH2:12][N:11]1[S:18]([C:21]1[CH:26]=[CH:25][C:24]([O:27][CH2:28][C:29]#[C:30][C:31]([OH:34])([CH3:33])[CH3:32])=[CH:23][CH:22]=1)(=[O:20])=[O:19])=O.Cl>CO>[OH:3][NH:2][C:8]([C@H:10]1[C@H:15]([CH3:16])[O:14][C@@H:13]([CH3:17])[CH2:12][N:11]1[S:18]([C:21]1[CH:26]=[CH:25][C:24]([O:27][CH2:28][C:29]#[C:30][C:31]([OH:34])([CH3:33])[CH3:32])=[CH:23][CH:22]=1)(=[O:20])=[O:19])=[O:7] |f:0.1,2.3|. Procedure: Hydroxylamine hydrochloride (2.76 g, 39.7 mmol) was dissolved in methanol (14 mL) by heating to 85° C. This solution was added to a solution of potassium hydroxide (3.31 g, 59.0 mmol) in methanol (8.3 mL) and the resulting white slurry stirred for 15 minutes. The white precipitate was removed by filtration and the filtrate was added to a flask containing (2S,3R,6S)-4-[4-(4-hydroxy-4-methyl-pent-2-ynyloxy)-benzenesulfonyl]-2,6-dimethyl-morpholine-3-carboxylic acid methyl ester (258 mg, 0.607 mmol... Run in CO (methanol), CO (methanol). Reaction conditions: temperature 85 celsius, time 15 minute. Isolated yield 21.2%. Product: ONC(=O)[C@@H]1N(C[C@@H](O[C@H]1C)C)S(=O)(=O)C1=CC=C(C=C1)OCC#CC(C)(C)O ((2S,3R,6S)-4-[4-(4-HYDROXY-4-METHYL-PENT-2-YNYLOXY)-BENZENESULFONYL]-2,6-DIMETHYL-MORPHOLINE-3-CARBOXYLIC ACID HYDROXYAMIDE). Reactants: [OH-].[K+] (potassium hydroxide), Cl (hydrochloric acid), Cl.NO (Hydroxylamine hydrochloride), COC(=O)[C@@H]1N(C[C@@H](O[C@H]1C)C)S(=O)(=O)C1=CC=C(C=C1)OCC#CC(C)(C)O ((2S,3R,6S)-4-[4-(4-hydroxy-4-methyl-pent-2-ynyloxy)-benzenesulfonyl]-2,6-dimethyl-morpholine-3-carboxylic acid methyl ester).